The task is: describe an organic reaction: reactants, conditions, products, and yield. This data is from the Open Reaction Database (ORD), a public repository of structured organic reaction records. Yield: 91.2%. Reaction conditions: temperature 80 celsius. Reported procedure: A stirred solution of 6-(5-fluoro-2-methylphenyl)-1-(3-fluoro-2-nitrophenyl)-6-methyl-4-trifluoromethylhept-1-yn-4-ol (1.05 g, 2.4 mmol) in 6 mL of absolute ethanol and 2 mL of glacial acetic acid was treated with iron powder (800 mg, 14.3 mmol). The resulting mixture was heated at 80° C. for 2 hours, cooled to room temperature, diluted with diethyl ether, filtered through a pad of CELITE® filter aid, and concentrated in vacuo. The residue was dissolved in diethyl ether, treated with anhydrous p... Starting materials: FC=1C=CC(=C(C1)C(CC(CC#CC1=C(C(=CC=C1)F)[N+](=O)[O-])(O)C(F)(F)F)(C)C)C (6-(5-fluoro-2-methylphenyl)-1-(3-fluoro-2-nitrophenyl)-6-methyl-4-trifluoromethylhept-1-yn-4-ol). Product: NC1=C(C=CC=C1F)C#CCC(CC(C)(C)C1=C(C=CC(=C1)F)C)(O)C(F)(F)F (1-(2-amino-3-fluorophenyl)-6-(5-fluoro-2-methylphenyl)-6-methyl-4-trifluoromethylhept-1-yn-4-ol). Reagents/catalysts: [Fe] (iron). Reaction SMILES: [F:1][C:2]1[CH:3]=[CH:4][C:5]([CH3:31])=[C:6]([C:8]([CH3:30])([CH3:29])[CH2:9][C:10]([C:25]([F:28])([F:27])[F:26])([OH:24])[CH2:11][C:12]#[C:13][C:14]2[CH:19]=[CH:18][CH:17]=[C:16]([F:20])[C:15]=2[N+:21]([O-])=O)[CH:7]=1>C(O)C.C(O)(=O)C.C(OCC)C.[Fe]>[NH2:21][C:15]1[C:16]([F:20])=[CH:17][CH:18]=[CH:19][C:14]=1[C:13]#[C:12][CH2:11][C:10]([C:25]([F:28])([F:27])[F:26])([OH:24])[CH2:9][C:8]([C:6]1[CH:7]=[C:2]([F:1])[CH:3]=[CH:4][C:5]=1[CH3:31])([CH3:29])[CH3:30]. The solvent is C(C)OCC (diethyl ether), C(C)O (ethanol), C(C)(=O)O (acetic acid). Starting materials: COC=1C=C(C(=O)Cl)C=CC1OC (3,4-Dimethoxybenzoyl chloride), NC=1C=C(C=CC1Cl)NC(C1=C(C=CC=C1)[N+](=O)[O-])=O (N-(3-amino-4-chlorophenyl)-2-nitrobenzamide). Solvent: N1=CC=CC=C1 (pyridine). Run at temperature 80 celsius. The product is ClC1=C(C=C(C=C1)NC(C1=C(C=CC=C1)[N+](=O)[O-])=O)NC(C1=CC(=C(C=C1)OC)OC)=O (N-[2-chloro-5-(2-nitrobenzamido)phenyl]-3,4-dimethoxybenzamide). The yield is 69.5%. As a reaction SMILES: [CH3:1][O:2][C:3]1[CH:4]=[C:5]([CH:9]=[CH:10][C:11]=1[O:12][CH3:13])[C:6](Cl)=[O:7].[NH2:14][C:15]1[CH:16]=[C:17]([NH:22][C:23](=[O:33])[C:24]2[CH:29]=[CH:28][CH:27]=[CH:26][C:25]=2[N+:30]([O-:32])=[O:31])[CH:18]=[CH:19][C:20]=1[Cl:21]>N1C=CC=CC=1>[Cl:21][C:20]1[CH:19]=[CH:18][C:17]([NH:22][C:23](=[O:33])[C:24]2[CH:29]=[CH:28][CH:27]=[CH:26][C:25]=2[N+:30]([O-:32])=[O:31])=[CH:16][C:15]=1[NH:14][C:6](=[O:7])[C:5]1[CH:9]=[CH:10][C:11]([O:12][CH3:13])=[C:3]([O:2][CH3:1])[CH:4]=1. Reported procedure: 3,4-Dimethoxybenzoyl chloride (1.55 g) was added to a stirred mixture of N-(3-amino-4-chlorophenyl)-2-nitrobenzamide (1.5 g) and pyridine (20 ml) and the mixture was stirred and heated to 80° C. for 16 hours. The mixture was cooled to ambient temperature and evaporated. The residue was partitioned between methylene chloride and 1N aqueous hydrochloric acid solution. The organic phase was washed with a saturated aqueous sodium bicarbonate solution and evaporated. The residue was triturated under ... The reactants are C(C)(C)(C)OC(=O)NCCOC1=CC=C(C=C1)CC(C(=O)OC)O (methyl 3-[4-(2-t-butoxycarbonylaminoethoxy)phenyl]-2-hydroxypropionate), CCOC(=O)/N=N/C(=O)OCC (diethylazodicarboxylate), CC1=CC=C(C=C1)S (4-methylthiophenol), C1(=CC=CC=C1)P(C1=CC=CC=C1)C1=CC=CC=C1 (triphenylphosphine). Run in C1(=CC=CC=C1)C (toluene). Product: C(C)(C)(C)OC(=O)NCCOC1=CC=C(C=C1)CC(C(=O)OC)SC1=CC=C(C=C1)C (Methyl 3-[4-(2-t-butoxycarbonylaminoethoxy)phenyl]-2-(4-methylthiophenoxy)propionate). The yield is 51.9%. As a reaction SMILES: [C:1]([O:5][C:6]([NH:8][CH2:9][CH2:10][O:11][C:12]1[CH:17]=[CH:16][C:15]([CH2:18][CH:19](O)[C:20]([O:22][CH3:23])=[O:21])=[CH:14][CH:13]=1)=[O:7])([CH3:4])([CH3:3])[CH3:2].[CH3:25][C:26]1[CH:31]=[CH:30][C:29]([SH:32])=[CH:28][CH:27]=1.C1(P(C2C=CC=CC=2)C2C=CC=CC=2)C=CC=CC=1.CCOC(/N=N/C(OCC)=O)=O>C1(C)C=CC=CC=1>[C:1]([O:5][C:6]([NH:8][CH2:9][CH2:10][O:11][C:12]1[CH:17]=[CH:16][C:15]([CH2:18][CH:19]([S:32][C:29]2[CH:30]=[CH:31][C:26]([CH3:25])=[CH:27][CH:28]=2)[C:20]([O:22][CH3:23])=[O:21])=[CH:14][CH:13]=1)=[O:7])([CH3:4])([CH3:3])[CH3:2]. Procedure details: In a similar manner to that described in Example 122, a reaction was carried out using methyl 3-[4-(2-t-butoxycarbonylaminoethoxy)phenyl]-2-hydroxypropionate (389 mg), which is obtained in a similar manner to that described in Reference example 39(a), 4-methylthiophenol (241 mg), triphenylphosphine (463 mg) and solution of diethylazodicarboxylate in toluene (40%, 0.31 ml) and the reaction mixture was treated to afford the desired compound (265 mg) as a colorless oil which contained some impuriti... Starting materials: C([O-])([O-])=O (carbonate), CS(=O)(=O)O.C(C1=CC=CC=C1)(=O)OC1=CC(=C(C=C1)C(N)=N)C (4-amidino-3-methylphenyl benzoate methanesulfonate), CS(=O)(=O)O (methanesulfonic acid), C(C)OCC (ethyl ether). The solvent is CO (methanol). The product is C(C1=CC=CC=C1)(=O)OC1=CC(=C(C=C1)C(N)=N)C (4-amidino-3-methylphenyl benzoate). As a reaction SMILES: C(=O)([O-])[O-].CS(O)(=O)=O.C(OCC)C.CS(O)(=O)=O.[C:20]([O:28][C:29]1[CH:34]=[CH:33][C:32]([C:35](=[NH:37])[NH2:36])=[C:31]([CH3:38])[CH:30]=1)(=[O:27])[C:21]1[CH:26]=[CH:25][CH:24]=[CH:23][CH:22]=1>CO>[C:20]([O:28][C:29]1[CH:34]=[CH:33][C:32]([C:35](=[NH:36])[NH2:37])=[C:31]([CH3:38])[CH:30]=1)(=[O:27])[C:21]1[CH:22]=[CH:23][CH:24]=[CH:25][CH:26]=1 |f:3.4|. Procedure details: The above carbonate was suspended in methanol and admixed with 60 mg of methanesulfonic acid. Upon addition of ethyl ether, there were obtained 160 mg of a white powder of 4-amidino-3-methylphenyl benzoate methanesulfonate. Reactants: [H-].[Na+] (Sodium hydride), N1N=NC=C1 (1,2,3-triazole), S1CCC(=CC1)C1=C(C=C(C=C1F)N1C(O[C@H](C1)COS(=O)(=O)C)=O)F (methanesulfonic acid (5R)-3-[4-(3,6-dihydro-2H-thiopyran-4-yl)-3,5-difluorophenyl]-2-oxo-oxazolidin-5-ylmethyl ester). The solvent is CN(C=O)C (N,N-dimethylformamide), C(O)([O-])=O.[Na+] (sodium hydrogencarbonate). Conditions: time 5 minute. Product: S1CCC(=CC1)C1=C(C=C(C=C1F)N1C(O[C@H](C1)CN1N=CC=N1)=O)F ((5R)-3-[4-(3,6-dihydro-2H-thiopyran-4-yl)-3,5-difluorophenyl]-5-(1,2,3-triazol-2-ylmethyl)oxazolidin-2-one). The yield is 69.5%. Reaction SMILES: [H-].[Na+].[NH:3]1[CH:7]=[CH:6][N:5]=[N:4]1.[S:8]1[CH2:13][CH:12]=[C:11]([C:14]2[C:19]([F:20])=[CH:18][C:17]([N:21]3[CH2:25][C@H:24]([CH2:26]OS(C)(=O)=O)[O:23][C:22]3=[O:32])=[CH:16][C:15]=2[F:33])[CH2:10][CH2:9]1>CN(C)C=O.C(=O)([O-])O.[Na+]>[S:8]1[CH2:9][CH:10]=[C:11]([C:14]2[C:19]([F:20])=[CH:18][C:17]([N:21]3[CH2:25][C@H:24]([CH2:26][N:4]4[N:5]=[CH:6][CH:7]=[N:3]4)[O:23][C:22]3=[O:32])=[CH:16][C:15]=2[F:33])[CH2:12][CH2:13]1 |f:0.1,5.6|. Procedure details: Sodium hydride (60% in oil, 148 mg, 3.7 mmol) was suspended in dry N,N-dimethylformamide (5 ml) and 1,2,3-triazole (0.26 g, 3.7 mmol) was added under nitrogen. It was stirred for 5 minutes at room temperature and methanesulfonic acid (5R)-3-[4-(3,6-dihydro-2H-thiopyran-4-yl)-3,5-difluorophenyl]-2-oxo-oxazolidin-5-ylmethyl ester (see Example 86; 1.0 g, 2.47 mmol) was added. It was heated to 75° C. for 3.5 hours, then cooled to room temperature, diluted with aqueous sodium hydrogencarbonate soluti...